Dataset: the Open Reaction Database (ORD), a public repository of structured organic reaction records. Task: describe an organic reaction: reactants, conditions, products, and yield The reactants are CC(=O)SCC(Cc1ccccc1)C(=O)O, ClCCCl, CN(C)c1ccncc1, ClCCl, Cl, CCOC(=O)c1cccc(N)c1. Yields the product CCOC(=O)c1cccc(NC(=O)C(CSC(C)=O)Cc2ccccc2)c1. RXN SMILES: [C:1]([CH3:2])(=[O:3])[S:4][CH2:5][CH:6]([C:7](=[O:8])[OH:9])[CH2:10][c:11]1[cH:12][cH:13][cH:14][cH:15][cH:16]1.[CH2:29]([Cl:30])[CH2:31][Cl:32].[CH3:37][N:38]([CH3:39])[c:40]1[cH:41][cH:42][n:43][cH:44][cH:45]1.[Cl:34][CH2:35][Cl:36].[ClH:33].[NH2:17][c:18]1[cH:19][c:20]([C:21](=[O:22])[O:23][CH2:24][CH3:25])[cH:26][cH:27][cH:28]1>>[C:1]([CH3:2])(=[O:3])[S:4][CH2:5][CH:6]([C:7](=[O:9])[NH:17][c:18]1[cH:19][c:20]([C:21](=[O:22])[O:23][CH2:24][CH3:25])[cH:26][cH:27][cH:28]1)[CH2:10][c:11]1[cH:12][cH:13][cH:14][cH:15][cH:16]1. Starting materials: ClCC(=O)Cl (chloroacetyl chloride), NC=1OC2=CC(=CC=C2C(C1C#N)C1=CC(=C(C(=C1)OC)OC)Br)N (2,7-diamino-3-cyano-4-(3-bromo-4,5-dimethoxy phenyl)-4H-chromene), C(C)(C)N(C(C)C)CC (N,N-diisopropylethylamine). Run in ClCCl (dichloromethane), ClCCl (dichloromethane), O (water), C(C)(=O)OCC (ethyl acetate). Reaction conditions: time 3 hour. Product: NC=1OC2=CC(=CC=C2C(C1C#N)C1=CC(=C(C(=C1)OC)OC)Br)NC(CCl)=O (2-Amino-7-chloroacetamido-3-cyano-4-(3-bromo-4,5-dimethoxyphenyl)-4H-chromene). Yield: 24.0%. Reaction SMILES: [NH2:1][C:2]1[O:3][C:4]2[C:9]([CH:10]([C:14]3[CH:19]=[C:18]([O:20][CH3:21])[C:17]([O:22][CH3:23])=[C:16]([Br:24])[CH:15]=3)[C:11]=1[C:12]#[N:13])=[CH:8][CH:7]=[C:6]([NH2:25])[CH:5]=2.C(N(CC)C(C)C)(C)C.[Cl:35][CH2:36][C:37](Cl)=[O:38]>ClCCl.O.C(OCC)(=O)C>[NH2:1][C:2]1[O:3][C:4]2[C:9]([CH:10]([C:14]3[CH:19]=[C:18]([O:20][CH3:21])[C:17]([O:22][CH3:23])=[C:16]([Br:24])[CH:15]=3)[C:11]=1[C:12]#[N:13])=[CH:8][CH:7]=[C:6]([NH:25][C:37](=[O:38])[CH2:36][Cl:35])[CH:5]=2. Reported procedure: To a solution of 2,7-diamino-3-cyano-4-(3-bromo-4,5-dimethoxy phenyl)-4H-chromene (50 mg, 0.124 mmol) in dichloromethane (2 ml) was added N,N-diisopropylethylamine (0.043ml, 0.247 mmol). The flask was cooled in iced water and a solution of chloroacetyl chloride (14 mg, 0.124 mmol) in dichloromethane (1 ml) was added dropwise. The reaction mixture was stirred for 3 h, diluted with ethyl acetate, then washed with water, brine and dried over anhydrous sodium sulfate, and evaporated. The resulting s... Reactants: C1CCOC1, CONC(=O)OC(C)(C)C, O=C(CCCl)c1ccccc1, [H-], [Na+]. Product: CON(CCC(=O)c1ccccc1)C(=O)OC(C)(C)C. RXN SMILES: [CH2:24]1[O:25][CH2:26][CH2:27][CH2:28]1.[CH3:1][O:2][NH:3][C:4]([O:5][C:6]([CH3:7])([CH3:8])[CH3:9])=[O:10].[Cl:13][CH2:14][CH2:15][C:16](=[O:17])[c:18]1[cH:19][cH:20][cH:21][cH:22][cH:23]1.[H-:12].[Na+:11]>>[CH3:1][O:2][N:3]([C:4]([O:5][C:6]([CH3:7])([CH3:8])[CH3:9])=[O:10])[CH2:14][CH2:15][C:16](=[O:17])[c:18]1[cH:19][cH:20][cH:21][cH:22][cH:23]1. Starting materials: C1(=CC=C(C=C1)S(=O)(=O)O)C (4-toluenesulphonic acid), CC1(OCCO1)C=1C=C(C=CC1)P(C1=CC=CC=C1)C1=CC=CC=C1 ([3-(2-methyl-1,3-dioxolane-2-yl)phenyl]diphenylphosphane), C(=O)(O)[O-].[Na+] (NaHCO3). Run in C1CCOC1.O (THF water). Yields the product C(C)(=O)C=1C=C(C=CC1)P(C1=CC=CC=C1)C1=CC=CC=C1 ((3-Acetylphenyl)diphenyl phosphane). Isolated yield 70.0%. Reaction SMILES: [CH3:1][C:2]1([C:7]2[CH:8]=[C:9]([P:13]([C:20]3[CH:25]=[CH:24][CH:23]=[CH:22][CH:21]=3)[C:14]3[CH:19]=[CH:18][CH:17]=[CH:16][CH:15]=3)[CH:10]=[CH:11][CH:12]=2)OCC[O:3]1.C1(C)C=CC(S(O)(=O)=O)=CC=1.C([O-])(O)=O.[Na+]>C1COCC1.O>[C:2]([C:7]1[CH:8]=[C:9]([P:13]([C:20]2[CH:25]=[CH:24][CH:23]=[CH:22][CH:21]=2)[C:14]2[CH:19]=[CH:18][CH:17]=[CH:16][CH:15]=2)[CH:10]=[CH:11][CH:12]=1)(=[O:3])[CH3:1] |f:2.3,4.5|. Procedure: 25.7 g (73.9 mmol) of [3-(2-methyl-1,3-dioxolane-2-yl)phenyl]diphenylphosphane are dissolved under cover gas in 240 mL of a THF/water mixture (1:1) and mixed with 0.9 g of 4-toluenesulphonic acid. The mixture is boiled under reflux until the original compound is completely reacted. After the addition of 50 mL of a degassed 0.5 M NaHCO3 solution it is washed and after extraction with degassed toluene, the organic phase is separated off and dried over anhydrous MgSO4. The solvent is removed at the... Starting materials: C1CCOC1, CC#CCOc1ccc(C(=O)OC)nc1, Cl, [Li+], [OH-], O. The product is CC#CCOc1ccc(C(=O)O)nc1. RXN SMILES: [CH2:19]1[O:20][CH2:21][CH2:22][CH2:23]1.[CH3:1][O:2][C:3](=[O:4])[c:5]1[n:6][cH:7][c:8]([O:11][CH2:12][C:13]#[C:14][CH3:15])[cH:9][cH:10]1.[ClH:18].[Li+:17].[OH-:16].[OH2:24]>>[O:2]=[C:3]([OH:4])[c:5]1[n:6][cH:7][c:8]([O:11][CH2:12][C:13]#[C:14][CH3:15])[cH:9][cH:10]1. Starting materials: CCCc1nc2c(C)cc(-c3cn(CC4CCC4)cn3)cc2n1Cc1ccc(-c2ccccc2-c2nnn(C(c3ccccc3)(c3ccccc3)c3ccccc3)n2)cc1, CN(C)C=O, [N-]=[N+]=[N-], [Na+]. Yields the product CCCc1nc2c(C)cc(-c3cn(CC4CCC4)cn3)cc2n1Cc1ccc(-c2ccccc2-c2nnn[nH]2)cc1. RXN SMILES: [CH2:1]([CH2:2][CH3:3])[c:4]1[n:5][c:6]2[c:7]([n:8]1[CH2:9][c:10]1[cH:11][cH:12][c:13](-[c:16]3[c:17](-[c:22]4[n:23][n:24][n:25]([C:27]([c:28]5[cH:29][cH:30][cH:31][cH:32][cH:33]5)([c:34]5[cH:35][cH:36][cH:37][cH:38][cH:39]5)[c:40]5[cH:41][cH:42][cH:43][cH:44][cH:45]5)[n:26]4)[cH:18][cH:19][cH:20][cH:21]3)[cH:14][cH:15]1)[cH:46][c:47](-[c:51]1[n:52][cH:53][n:54]([CH2:56][CH:57]3[CH2:58][CH2:59][CH2:60]3)[cH:55]1)[cH:48][c:49]2[CH3:50].[CH3:65][N:66]([CH3:67])[CH:68]=[O:69].[N-:62]=[N+:63]=[N-:64].[Na+:61]>>[CH2:1]([CH2:2][CH3:3])[c:4]1[n:5][c:6]2[c:7]([n:8]1[CH2:9][c:10]1[cH:11][cH:12][c:13](-[c:16]3[c:17](-[c:22]4[nH:23][n:24][n:25][n:26]4)[cH:18][cH:19][cH:20][cH:21]3)[cH:14][cH:15]1)[cH:46][c:47](-[c:51]1[n:52][cH:53][n:54]([CH2:56][CH:57]3[CH2:58][CH2:59][CH2:60]3)[cH:55]1)[cH:48][c:49]2[CH3:50].